From a dataset of the Open Reaction Database (ORD), a public repository of structured organic reaction records. describe an organic reaction: reactants, conditions, products, and yield Starting materials: CC(C)(C)OC(=O)Cn1c(SCCCN(CCc2ccccc2)C(=O)OC(C)(C)C)nc2ccccc21, CCOC(C)=O, Cl. Yields the product [Cl-], CC(C)(C)OC(=O)Cn1c(SCCC[NH2+]CCc2ccccc2)nc2ccccc21. As a reaction SMILES: [C:1]([O:2][C:3](=[O:4])[N:8]([CH2:9][CH2:10][CH2:11][S:12][c:13]1[n:14][c:15]2[c:16]([n:17]1[CH2:18][C:19](=[O:20])[O:21][C:22]([CH3:23])([CH3:24])[CH3:25])[cH:26][cH:27][cH:28][cH:29]2)[CH2:30][CH2:31][c:32]1[cH:33][cH:34][cH:35][cH:36][cH:37]1)([CH3:5])([CH3:6])[CH3:7].[CH3:39][CH2:40][O:41][C:42](=[O:43])[CH3:44].[ClH:38]>>[Cl-:38].[NH2+:8]([CH2:9][CH2:10][CH2:11][S:12][c:13]1[n:14][c:15]2[c:16]([n:17]1[CH2:18][C:19](=[O:20])[O:21][C:22]([CH3:23])([CH3:24])[CH3:25])[cH:26][cH:27][cH:28][cH:29]2)[CH2:30][CH2:31][c:32]1[cH:33][cH:34][cH:35][cH:36][cH:37]1. The product is O=C1CC(C(F)(F)F)CC(=O)N1c1cc(OS(=O)(=O)c2ccccc2)c(Cl)cc1F. The reactants are O=C1CCCC(=O)N1, ClCCl, O=C1CC(C(F)(F)F)CC(=O)N1c1cc(O)c(Cl)cc1F, O, O=S(=O)(Cl)c1ccccc1, c1ccncc1. Reaction SMILES: [C:38]1(=[O:39])[NH:40][C:41](=[O:42])[CH2:43][CH2:44][CH2:45]1.[CH2:46]([Cl:47])[Cl:48].[Cl:1][c:2]1[cH:3][c:4]([F:21])[c:5]([N:9]2[C:10](=[O:20])[CH2:11][CH:12]([C:16]([F:17])([F:18])[F:19])[CH2:13][C:14]2=[O:15])[cH:6][c:7]1[OH:8].[OH2:49].[c:28]1([S:34](=[O:35])(=[O:36])[Cl:37])[cH:29][cH:30][cH:31][cH:32][cH:33]1.[cH:22]1[cH:23][cH:24][n:25][cH:26][cH:27]1>>[Cl:1][c:2]1[cH:3][c:4]([F:21])[c:5]([N:9]2[C:10](=[O:20])[CH2:11][CH:12]([C:16]([F:17])([F:18])[F:19])[CH2:13][C:14]2=[O:15])[cH:6][c:7]1[O:8][S:34]([c:28]1[cH:29][cH:30][cH:31][cH:32][cH:33]1)(=[O:35])=[O:36]. The reactants are CC=1C(=C2NC(C(NC2=CC1)=O)=O)CNC (6-methyl-5-methylaminomethyl-1,4-dihydro-quinoxaline-2,3-dione), [N+](=O)([O-])[O-].[K+] (KNO3). Run in OS(=O)(=O)O (H2SO4). Conditions: time 8 hour. Product: CC=1C(=C2NC(C(NC2=CC1[N+](=O)[O-])=O)=O)CNC (6-Methyl-5-methylaminomethyl-7-nitro-1,4-dihydro-quinoxaline-2,3-dione). Reaction SMILES: [CH3:1][C:2]1[C:3]([CH2:14][NH:15][CH3:16])=[C:4]2[C:9](=[CH:10][CH:11]=1)[NH:8][C:7](=[O:12])[C:6](=[O:13])[NH:5]2.[N+:17]([O-])([O-:19])=[O:18].[K+]>OS(O)(=O)=O>[CH3:1][C:2]1[C:3]([CH2:14][NH:15][CH3:16])=[C:4]2[C:9](=[CH:10][C:11]=1[N+:17]([O-:19])=[O:18])[NH:8][C:7](=[O:12])[C:6](=[O:13])[NH:5]2 |f:1.2|. Procedure details: To a cooled (10° C.) solution of 6-methyl-5-methylaminomethyl-1,4-dihydro-quinoxaline-2,3-dione (10° C.) of (1.23 g, 5.6 mmol) in concentrate H2SO4 (5 mL), KNO3 (0.606 g, 6 mmol) was added. Reaction mixture stirred overnight and quenched with ice. Green ppt filtered and washed with ice-cold water and dried (0.77 g, 42%); mp 260-261° C.